Dataset: the Open Reaction Database (ORD), a public repository of structured organic reaction records. Task: describe an organic reaction: reactants, conditions, products, and yield Starting materials: C1(=CC=CC=C1)S(=O)(=O)N1C(=CC=2C1=NC=C(C2)SC)[Si](C)(C)C (1-benzenesulfonyl-2-trimethylsilyl-5-methylthio-1H-pyrrolo[2,3-b]pyridine), [F-].C(CCC)[N+](CCCC)(CCCC)CCCC.O1CCCC1 (tetrabutylammonium fluoride tetrahydrofuran), [Cl-].[NH4+] (ammonium chloride). The solvent is O1CCCC1 (tetrahydrofuran). Run at temperature -25 celsius, time 30 minute. The product is C1(=CC=CC=C1)S(=O)(=O)N1C=CC=2C1=NC=C(C2)SC (1-benzenesulfonyl-5-methylthio-1H-pyrrolo[2,3-b]pyridine). Isolated yield 82.5%. As a reaction SMILES: [C:1]1([S:7]([N:10]2[C:14]3=[N:15][CH:16]=[C:17]([S:19][CH3:20])[CH:18]=[C:13]3[CH:12]=[C:11]2[Si](C)(C)C)(=[O:9])=[O:8])[CH:6]=[CH:5][CH:4]=[CH:3][CH:2]=1.[F-].C([N+](CCCC)(CCCC)CCCC)CCC.O1CCCC1.[Cl-].[NH4+]>O1CCCC1>[C:1]1([S:7]([N:10]2[C:14]3=[N:15][CH:16]=[C:17]([S:19][CH3:20])[CH:18]=[C:13]3[CH:12]=[CH:11]2)(=[O:9])=[O:8])[CH:6]=[CH:5][CH:4]=[CH:3][CH:2]=1 |f:1.2.3,4.5|. Procedure details: A mixture of 1-benzenesulfonyl-2-trimethylsilyl-5-methylthio-1H-pyrrolo[2,3-b]pyridine obtained in Example 33 (1) (0.60 g), tetrabutylammonium fluoride/tetrahydrofuran solution (1.0 M, 0.8 ml) and tetrahydrofuran (100 ml) was stirred under nitrogen atmosphere at −25° C. for 30 minutes. To the reaction solution was added a saturated aqueous ammonium chloride solution, and the mixture was extracted with ethyl acetate, dried over anhydrous sodium sulfate, filtered and concentrated. The resulting re... Starting materials: COC1=CC=C(CS[C@H](C(=O)NC(C(=O)O)C(=O)O)CC2=CC=CC=C2)C=C1 (2-((S)-2-(p-methoxybenzylmercapto)-3-phenylpropionylamino)malonic acid), acid, [Cl-].[Na+] (sodium chloride), ClC1=CC=C(C=C1)CCN (4-chlorophenylethylamine), CN1CCOCC1 (N-methylmorpholine), O.ON1N=NC2=C1C=CC=C2 (1-hydroxybenztriazole hydrate), Cl.C(C)N=C=NCCCN(C)C (1-ethyl-3-(3-(dimethylamino)propyl)carbodiimide hydrochloric acid salt). Solvent: O1CCCC1 (tetrahydrofuran), ClCCl (dichloromethane), C(C)(=O)OCC.CCCCCC (ethyl acetate hexane), C(C)(=O)OCC.CCCCCC (ethyl acetate hexane), C(C)(=O)OCC.CCCCCC (ethyl acetate hexane). Run at time 3 day. The product is ClC1=CC=C(CCNC(C(C(=O)NCCC2=CC=C(C=C2)Cl)NC([C@H](CC2=CC=CC=C2)SCC2=CC=C(C=C2)OC)=O)=O)C=C1 (N,N′-di-(4-chlorophenethyl)-2-((S)-2-(p-methoxybenzylmercapto)-3-phenylpropionylamino)malonamide). As a reaction SMILES: [CH3:1][O:2][C:3]1[CH:28]=[CH:27][C:6]([CH2:7][S:8][C@@H:9]([CH2:20][C:21]2[CH:26]=[CH:25][CH:24]=[CH:23][CH:22]=2)[C:10]([NH:12][CH:13]([C:17]([OH:19])=O)[C:14](O)=[O:15])=[O:11])=[CH:5][CH:4]=1.[Cl-:29].[Na+].[Cl:31][C:32]1[CH:37]=[CH:36][C:35]([CH2:38][CH2:39][NH2:40])=[CH:34][CH:33]=1.C[N:42]1[CH2:47][CH2:46]OCC1.Cl.C(N=C=NCCCN(C)C)C.O.ON1[C:66]2[CH:67]=[CH:68][CH:69]=[CH:70][C:65]=2N=N1>C(OCC)(=O)C.CCCCCC.O1CCCC1.ClCCl>[Cl:31][C:32]1[CH:37]=[CH:36][C:35]([CH2:38][CH2:39][NH:40][C:14](=[O:15])[CH:13]([NH:12][C:10](=[O:11])[C@@H:9]([S:8][CH2:7][C:6]2[CH:5]=[CH:4][C:3]([O:2][CH3:1])=[CH:28][CH:27]=2)[CH2:20][C:21]2[CH:22]=[CH:23][CH:24]=[CH:25][CH:26]=2)[C:17]([NH:42][CH2:47][CH2:46][C:69]2[CH:70]=[CH:65][C:66]([Cl:29])=[CH:67][CH:68]=2)=[O:19])=[CH:34][CH:33]=1 |f:1.2,5.6,7.8,9.10|. Procedure details: Combine 2-((S)-2-(p-methoxybenzylmercapto)-3-phenylpropionylamino)malonic acid (prepared by the method of Preparation 5, 0.476 g, 63% acid/37% sodium chloride, 0.74 mmol), dichloromethane (9 mL), and tetrahydrofuran (1.5 mL). Add 4-chlorophenylethylamine (0.31 mL, 2.23 mmol), N-methylmorpholine (0.25 mL, 2.3 mmol), 1-ethyl-3-(3-(dimethylamino)propyl)carbodiimide hydrochloric acid salt (0.427 g, 2.23 mmol) and 1-hydroxybenztriazole hydrate (0.301 g, 2.23 mmol). After 3 days, concentrate in vacuo ... The reactants are O=C(OCc1ccccc1)N1CCOc2cc(Oc3cc(Cl)ncn3)ccc21, C1CCOC1, CN, CCOC(C)=O, CO. Product: CNc1cc(Oc2ccc3c(c2)OCCN3C(=O)OCc2ccccc2)ncn1. Reaction SMILES: [CH2:1]([c:2]1[cH:3][cH:4][cH:5][cH:6][cH:7]1)[O:8][C:9](=[O:10])[N:11]1[CH2:12][CH2:13][O:14][c:15]2[c:16]1[cH:17][cH:18][c:19]([O:21][c:22]1[n:23][cH:24][n:25][c:26]([Cl:28])[cH:27]1)[cH:20]2.[CH2:39]1[O:40][CH2:41][CH2:42][CH2:43]1.[CH3:29][NH2:30].[CH3:31][CH2:32][O:33][C:34]([CH3:35])=[O:36].[CH3:37][OH:38]>>[CH2:1]([c:2]1[cH:3][cH:4][cH:5][cH:6][cH:7]1)[O:8][C:9](=[O:10])[N:11]1[CH2:12][CH2:13][O:14][c:15]2[c:16]1[cH:17][cH:18][c:19]([O:21][c:22]1[n:23][cH:24][n:25][c:26]([NH:30][CH3:29])[cH:27]1)[cH:20]2. The reactants are C(C)(=O)C1=C2C=3C(C(NC3C=C1)=O)CCC2 (6-acetyl-2a,3,4,5-tetrahydrobenz[cd]indole-2(1H)-one), [H-].[Na+] (sodium hydride), BrCCCCBr (1,4-dibromobutane). Run in CN(C)C=O (DMF). Conditions: temperature 0 celsius, time 30 minute. The product is C(C)(=O)C1=C2C=3C(C(NC3C=C1)=O)(CCC2)CCCCBr (6-Acetyl-2a-(4-bromobutyl)-2a,3,4,5-tetrahydrobenz[cd]indole-2(1H)-one). Yield: 43.3%. As a reaction SMILES: [C:1]([C:4]1[CH:12]=[CH:11][C:10]2[NH:9][C:8](=[O:13])[CH:7]3[CH2:14][CH2:15][CH2:16][C:5]=1[C:6]=23)(=[O:3])[CH3:2].[H-].[Na+].[Br:19][CH2:20][CH2:21][CH2:22][CH2:23]Br>CN(C=O)C>[C:1]([C:4]1[CH:12]=[CH:11][C:10]2[NH:9][C:8](=[O:13])[C:7]3([CH2:23][CH2:22][CH2:21][CH2:20][Br:19])[CH2:14][CH2:15][CH2:16][C:5]=1[C:6]=23)(=[O:3])[CH3:2] |f:1.2|. Procedure details: A 170 ml portion of DMF solution of 6-acetyl-2a,3,4,5-tetrahydrobenz[cd]indole-2(1H)-one (3.2 g, 14.9 mmol) was cooled to −5° C. Thereto was added 0.7 g of sodium hydride (16.4 mmol), and the resulting solution was stirred at 0° C. for 30 minutes and then cooled to −40° C. Thereto was added 8.9 ml of 1,4-dibromobutane (74.5 mmol), and the mixture was stirred overnight while gradually increasing the temperature in an atmosphere of argon. The reaction solution was extracted with ethyl acetate and ... The reactants are C(C)(=O)NC1=CC(=C(C(=O)O)C=C1Cl)OC (4-Acetylamino-5-chloro-2-methoxybenzoic acid), C1=CN(C=N1)C(=O)N2C=CN=C2 (CDI), CN(C)C=O (DMF), amines, CN(C)C=O (DMF). Run at time 0.5 hour. Product: Cl.C(C)(=O)NC1=CC(=C(C(=O)NCC2C3CC4CC2CN4C3)C=C1Cl)OC (4-(Acetylamino)-5-chloro-N-(hexahydro-2,6-methano-1H-pyrrolizin-8-ylmethyl)-2-methoxybenzamide, hydrochloride). Yield: 54.0%. As a reaction SMILES: [C:1]([NH:4][C:5]1[C:13]([Cl:14])=[CH:12][C:8]([C:9]([OH:11])=O)=[C:7]([O:15][CH3:16])[CH:6]=1)(=[O:3])[CH3:2].C1N=CN([C:22]([N:24]2[CH:28]=N[CH:26]=[CH:25]2)=O)C=1.C[N:30]([CH:32]=O)C>>[ClH:14].[C:1]([NH:4][C:5]1[C:13]([Cl:14])=[CH:12][C:8]([C:9]([NH:30][CH2:32][CH:5]2[CH:13]3[CH2:28][N:24]4[CH2:22][CH:6]2[CH2:7][CH:25]4[CH2:26]3)=[O:11])=[C:7]([O:15][CH3:16])[CH:6]=1)(=[O:3])[CH3:2] |f:3.4|. Procedure: 4-Acetylamino-5-chloro-2-methoxybenzoic acid (235 mg, 0.965 mmol) and CDI (156 mg, 0.965 mmol) were dissolved in 5 ml of DMF and stirred for 0.5 hour. A solution of the amines of Example D (147 mg, 0.956 mmol) in 1 ml DMF was then added to the above solution. This mixture was stirred for 10 hours and concentrated to dryness. The residue was dissolved in CHCl3, washed successively with water and 10% K2CO3 and then dried over K2CO3, filtered and concentrated to dryness. The resulting solid was chr... Reactants: CC(C)(C)OC(=O)NCCNc1ccccc1[N+](=O)[O-], CO, [Mg+2], NN, O=S(=O)([O-])[O-]. The product is CC(C)(C)OC(=O)NCCNc1ccccc1N. As a reaction SMILES: [C:1]([CH3:2])([CH3:3])([CH3:4])[O:5][C:6]([NH:7][CH2:8][CH2:9][NH:10][c:11]1[c:12]([N+:17]([O-:18])=[O:19])[cH:13][cH:14][cH:15][cH:16]1)=[O:20].[CH3:29][OH:30].[Mg+2:23].[NH2:21][NH2:22].[O-:24][S:25]([O-:26])(=[O:27])=[O:28]>>[C:1]([CH3:2])([CH3:3])([CH3:4])[O:5][C:6]([NH:7][CH2:8][CH2:9][NH:10][c:11]1[c:12]([NH2:17])[cH:13][cH:14][cH:15][cH:16]1)=[O:20].